From a dataset of the Open Reaction Database (ORD), a public repository of structured organic reaction records. describe an organic reaction: reactants, conditions, products, and yield Product: C=CCCCCCC(NC(=O)OCCCC=C)C(=O)O. RXN SMILES: [CH2:1]([CH2:2][CH2:3][CH:4]=[CH2:5])[O:6][C:7](=[O:8])[NH:9][CH:10]([C:11](=[O:12])[O:13][CH2:14][CH3:15])[CH2:16][CH2:17][CH2:18][CH2:19][CH2:20][CH:21]=[CH2:22].[CH2:26]1[O:27][CH2:28][CH2:29][CH2:30]1.[CH3:31][CH2:32][OH:33].[ClH:25].[Li+:24].[OH-:23]>>[CH2:1]([CH2:2][CH2:3][CH:4]=[CH2:5])[O:6][C:7](=[O:8])[NH:9][CH:10]([C:11](=[O:12])[OH:13])[CH2:16][CH2:17][CH2:18][CH2:19][CH2:20][CH:21]=[CH2:22]. Starting materials: C=CCCCCCC(NC(=O)OCCCC=C)C(=O)OCC, C1CCOC1, CCO, Cl, [Li+], [OH-]. Starting materials: C1(=CC=CC=C1)P(=O)(C1=C(C2=CC=CC=C2C=C1)C1=C(C=CC2=CC=CC=C12)OS(=O)(=O)C(F)(F)F)C1=CC=CC=C1 (2-diphenylphosphinyl-2'-trifluoromethanesulfonyloxy-1,1'-binaphthyl), Cl[SiH](Cl)Cl (trichlorosilane). Run in C(C)N(CC)CC (triethylamine). Yields the product C1(=CC=CC=C1)P(C1=C(C2=CC=CC=C2C=C1)C1=C(C=CC2=CC=CC=C12)O)C1=CC=CC=C1 (2-diphenylphosphino-2'-hydroxy-l,l'-binaphthyl). Reaction SMILES: [C:1]1([P:7]([C:37]2[CH:42]=[CH:41][CH:40]=[CH:39][CH:38]=2)([C:9]2[CH:18]=[CH:17][C:16]3[C:11](=[CH:12][CH:13]=[CH:14][CH:15]=3)[C:10]=2[C:19]2[C:28]3[C:23](=[CH:24][CH:25]=[CH:26][CH:27]=3)[CH:22]=[CH:21][C:20]=2[O:29]S(C(F)(F)F)(=O)=O)=O)[CH:6]=[CH:5][CH:4]=[CH:3][CH:2]=1.Cl[SiH](Cl)Cl>C(N(CC)CC)C>[C:37]1([P:7]([C:1]2[CH:2]=[CH:3][CH:4]=[CH:5][CH:6]=2)[C:9]2[CH:18]=[CH:17][C:16]3[C:11](=[CH:12][CH:13]=[CH:14][CH:15]=3)[C:10]=2[C:19]2[C:28]3[C:23](=[CH:24][CH:25]=[CH:26][CH:27]=3)[CH:22]=[CH:21][C:20]=2[OH:29])[CH:38]=[CH:39][CH:40]=[CH:41][CH:42]=1. Reported procedure: More specifically, 1,1'-bi-2-naphthol 10 is reacted with trifluoromethanesulfonic acid anhydride to obtain 2,2'-bis(trifluoromethanesulfonyloxy)-1,1'-binaphthYl 11 which is then reacted with diphenylphosphine oxide in the presence of a palladium complex catalyst to obtain 2-diphenylphosphinyl-2'-trifluoromethanesulfonyloxy-1,1'-binaphthyl 12. The compound 12 is reduced by trichlorosilane in the presence of triethylamine and then hydrolyzed to obtain 2-diphenylphosphino-2'-hydroxy-l,l'-binaphthyl... The reactants are C1(CC1)COC1=C(C=C(C(=C1)OC)F)C=1C2=C(N=CN1)C(=CN2)C(=O)O (4-(2-cyclopropylmethoxy-5-fluoro-4-methoxy-phenyl)-5H-pyrrolo[3,2-d]pyrimidine-7-carboxylic acid), C(C)(C)(C)OC(=O)N1C[C@H](CCC1)N ((S)-3-amino-piperidine-1-carboxylic acid tert-butyl ester). Yields the product C(C)(C)(C)OC(=O)N1C[C@H](CCC1)NC(=O)C1=CNC2=C1N=CN=C2C2=C(C=C(C(=C2)F)OC)OCC2CC2 ((S)-3-{[4-(2-Cyclopropylmethoxy-5-fluoro-4-methoxy-phenyl)-5H-pyrrolo[3,2-d]pyrimidine-7-carbonyl]-amino}-piperidine-1-carboxylic acid tert-butyl ester). Reaction SMILES: [CH:1]1([CH2:4][O:5][C:6]2[CH:11]=[C:10]([O:12][CH3:13])[C:9]([F:14])=[CH:8][C:7]=2[C:15]2[C:16]3[NH:23][CH:22]=[C:21]([C:24](O)=[O:25])[C:17]=3[N:18]=[CH:19][N:20]=2)[CH2:3][CH2:2]1.[C:27]([O:31][C:32]([N:34]1[CH2:39][CH2:38][CH2:37][C@H:36]([NH2:40])[CH2:35]1)=[O:33])([CH3:30])([CH3:29])[CH3:28]>>[C:27]([O:31][C:32]([N:34]1[CH2:39][CH2:38][CH2:37][C@H:36]([NH:40][C:24]([C:21]2[C:17]3[N:18]=[CH:19][N:20]=[C:15]([C:7]4[CH:8]=[C:9]([F:14])[C:10]([O:12][CH3:13])=[CH:11][C:6]=4[O:5][CH2:4][CH:1]4[CH2:3][CH2:2]4)[C:16]=3[NH:23][CH:22]=2)=[O:25])[CH2:35]1)=[O:33])([CH3:30])([CH3:28])[CH3:29]. Reported procedure: Starting from 4-(2-cyclopropylmethoxy-5-fluoro-4-methoxy-phenyl)-5H-pyrrolo[3,2-d]pyrimidine-7-carboxylic acid (example A80) and (S)-3-amino-piperidine-1-carboxylic acid tert-butyl ester the title compound is obtained as colorless solid. The reactants are C(C)(C)(C)OC(=O)N(CCN(C(C(=O)N1C(C2=CC(=C(C=C2CC1)OC)OC(C)C)C(=O)O)=O)C(C)C)CC#CC=1SC=CC1 (2-(2-((2-(tert-butoxycarbonyl(3-(thiophen-2-yl)prop-2-ynyl)amino)ethyl)(isopropyl)amino)-2-oxoacetyl)-7-isopropoxy-6-methoxy-1,2,3,4-tetrahydroisoquinoline-1-carboxylic acid), C(C)(=O)[O-].[Na+] (sodium acetate), O (water). Run in C(C)(=O)OC(C)=O (acetic anhydride). Reaction conditions: temperature 100 celsius, time 1 hour. The product is C(C)(C)N1CCN(CC=2C(=C3N(CCC=4C=C(C(=CC34)OC(C)C)OC)C2C1=O)C=1SC=CC1)C(=O)OC(C)(C)C (tert-butyl 9-isopropyl-3-methoxy-8-oxo-2-isopropoxy-14-(2-thienyl)-5,6,8,10,11,13-hexahydro[1,4]diazocino[6′,7′:4,5]pyrrolo[2,1-a]isoquinoline-12(9H)-carboxylate). The yield is 80.2%. As a reaction SMILES: [C:1]([O:5][C:6]([N:8]([CH2:38][C:39]#[C:40][C:41]1[S:42][CH:43]=[CH:44][CH:45]=1)[CH2:9][CH2:10][N:11]([CH:35]([CH3:37])[CH3:36])[C:12](=[O:34])[C:13]([N:15]1[CH2:24][CH2:23][C:22]2[C:17](=[CH:18][C:19]([O:27][CH:28]([CH3:30])[CH3:29])=[C:20]([O:25][CH3:26])[CH:21]=2)[CH:16]1C(O)=O)=O)=[O:7])([CH3:4])([CH3:3])[CH3:2].C([O-])(=O)C.[Na+].O>C(OC(=O)C)(=O)C>[CH:35]([N:11]1[C:12](=[O:34])[C:13]2[N:15]3[CH2:24][CH2:23][C:22]4[CH:21]=[C:20]([O:25][CH3:26])[C:19]([O:27][CH:28]([CH3:29])[CH3:30])=[CH:18][C:17]=4[C:16]3=[C:40]([C:41]3[S:42][CH:43]=[CH:44][CH:45]=3)[C:39]=2[CH2:38][N:8]([C:6]([O:5][C:1]([CH3:3])([CH3:4])[CH3:2])=[O:7])[CH2:9][CH2:10]1)([CH3:36])[CH3:37] |f:1.2|. Procedure details: A mixture of 580 mg of 14c and 1 g of anhydrous sodium acetate in 8 ml of acetic anhydride was heated at 100° C. for 45 min. The reaction mixture was cooled and 25 ml of water was added and stirring prolonged for 1 h. The product crystallized from the reaction mixture and was filtered, washed with water and dried in vacuo, to give 420 mg of 14d as white crystalline material; Mp 205-206° C. The reactants are COC=1C=C2C(=CC1OC)N=C(N=C2N)N3CCN(CC3)C(=O)C4=CC=CO4.Cl (prazosin hydrochloride), [OH-].[Na+] (sodium hydroxide). The solvent is O (water). Reaction conditions: temperature 50 celsius. Yields the product COC=1C=C2C(=CC1OC)N=C(N=C2N)N3CCN(CC3)C(=O)C4=CC=CO4 (Prazosin). Reaction SMILES: [CH3:1][O:2][C:3]1[CH:4]=[C:5]2[C:14]([NH2:15])=[N:13][C:12]([N:16]3[CH2:21][CH2:20][N:19]([C:22]([C:24]4[O:28][CH:27]=[CH:26][CH:25]=4)=[O:23])[CH2:18][CH2:17]3)=[N:11][C:6]2=[CH:7][C:8]=1[O:9][CH3:10].Cl.[OH-].[Na+]>O>[CH3:1][O:2][C:3]1[CH:4]=[C:5]2[C:14]([NH2:15])=[N:13][C:12]([N:16]3[CH2:21][CH2:20][N:19]([C:22]([C:24]4[O:28][CH:27]=[CH:26][CH:25]=4)=[O:23])[CH2:18][CH2:17]3)=[N:11][C:6]2=[CH:7][C:8]=1[O:9][CH3:10] |f:0.1,2.3|. Procedure details: Prazosin alprostadilate was synthesized as follows. Of prazosin hydrochloride (Sigma), (202.2 mg) were dissolved in 300 cc sterile water (Baxter). To the solution was added 481.5 μL of 1 M sodium hydroxide (Fisher). The solution slowly became cloudy as it was chilled for 1 hour on ice. The cloudy solution was transferred to conical tubes in order to hasten precipitation by centrifugation at 1000 g for 5 minutes. Pellets were consolidated and recentrifuged. The pellet was resuspended in 10 cc ste... Starting materials: CCOC(=O)C(C)C(=O)OCC, Clc1ccc(Cl)nn1, [H-], [Na+], C1COCCO1. Yields the product CCOC(=O)C(C)(C(=O)OCC)c1ccc(Cl)nn1. As a reaction SMILES: [CH3:3][CH:4]([C:5](=[O:6])[O:7][CH2:8][CH3:9])[C:10](=[O:11])[O:12][CH2:13][CH3:14].[Cl:15][c:16]1[n:17][n:18][c:19]([Cl:22])[cH:20][cH:21]1.[H-:2].[Na+:1].[O:23]1[CH2:24][CH2:25][O:26][CH2:27][CH2:28]1>>[CH3:3][C:4]([C:5](=[O:6])[O:7][CH2:8][CH3:9])([C:10](=[O:11])[O:12][CH2:13][CH3:14])[c:19]1[n:18][n:17][c:16]([Cl:15])[cH:21][cH:20]1. Starting materials: ClCCCCCBr, O=C([O-])[O-], SCc1ccccc1, CN(C)C=O, [K+], [K+], O. Yields the product ClCCCCCSCc1ccccc1. Reaction SMILES: [Br:7][CH2:8][CH2:9][CH2:10][CH2:11][CH2:12][Cl:13].[C:1](=[O:2])([O-:3])[O-:4].[CH2:14]([c:15]1[cH:16][cH:17][cH:18][cH:19][cH:20]1)[SH:21].[CH3:23][N:24]([CH3:25])[CH:26]=[O:27].[K+:5].[K+:6].[OH2:22]>>[CH2:8]([CH2:9][CH2:10][CH2:11][CH2:12][Cl:13])[S:21][CH2:14][c:15]1[cH:16][cH:17][cH:18][cH:19][cH:20]1.